Dataset: the Open Reaction Database (ORD), a public repository of structured organic reaction records. Task: describe an organic reaction: reactants, conditions, products, and yield Reaction conditions: time 24 hour. Procedure: 4-Piperidin-2-ylbutanoic acid Hydrochloride (10.0 g, 48.3 mmol), and K2CO3 (26.6 g, 193.1 mmol) was dissolved in dest. water (70 ml) and Dioxane (124 ml). The reaction mixture was cooled to 0° C. and at this temperature Di-tert-butyldicarbonate (11.4 g, 53.1 mmol) was added slowly. The reaction mixture was stirred for 24 h at room temperature. After completion of the reaction water and Ethylacetate were added, the two phases were separated. The aqueous Phase was extracted once with Ethylacetate.... RXN SMILES: Cl.[NH:2]1[CH2:7][CH2:6][CH2:5][CH2:4][CH:3]1[CH2:8][CH2:9]CC(O)=O.C([O-])([O-])=O.[K+].[K+].[C:20]([O:24]C(OC(OC(C)(C)C)=O)=O)(C)(C)[CH3:21]>C(OC(=O)C)C.O.O1CCOCC1>[CH2:7]([NH:2][CH:20]([OH:24])[CH3:21])[C:6]1[CH:5]=[CH:4][CH:3]=[CH:8][CH:9]=1 |f:0.1,2.3.4|. Starting materials: Cl.N1C(CCCC1)CCCC(=O)O (4-Piperidin-2-ylbutanoic acid Hydrochloride), C(=O)([O-])[O-].[K+].[K+] (K2CO3), C(C)(C)(C)OC(=O)OC(=O)OC(C)(C)C (Di-tert-butyldicarbonate). Yields the product C(C1=CC=CC=C1)NC(C)O (N-benzylaminoethanol). Run in C(C)OC(C)=O (Ethylacetate), O (water), O (water), O1CCOCC1 (Dioxane). The yield is 179.8%. Reactants: C(C=C)(=O)Cl (acryloyl chloride), NC1=CC=C(C(=O)O)C=C1 (p-aminobenzoic acid), Cl.NC1=CC=C(C(=O)O)C=C1 (p-aminobenzoic acid hydrochloride). Solvent: O1CCCC1 (tetrahydrofuran). Product: C(C=C)(=O)NC1=CC=C(C(=O)O)C=C1 (p-acrylamidobenzoic acid). The yield is 78.8%. As a reaction SMILES: [C:1](Cl)(=[O:4])[CH:2]=[CH2:3].[NH2:6][C:7]1[CH:15]=[CH:14][C:10]([C:11]([OH:13])=[O:12])=[CH:9][CH:8]=1.Cl.NC1C=CC(C(O)=O)=CC=1>O1CCCC1>[C:1]([NH:6][C:7]1[CH:15]=[CH:14][C:10]([C:11]([OH:13])=[O:12])=[CH:9][CH:8]=1)(=[O:4])[CH:2]=[CH2:3] |f:2.3|. Procedure details: 0.66 g (7.3 mmoles) of acryloyl chloride was added to a solution of 2 g (14.3 mmoles) of p-aminobenzoic acid in 40 mL tetrahydrofuran (THF). A white precipitate consisting of p-aminobenzoic acid hydrochloride formed. The suspension was filtered and the filtrate was dried by vacuum evaporation to yield 1.1 g p-acrylamidobenzoic acid (reaction shown in FIG. 16a). Reported procedure: The compound of Example 29 was prepared according to the general preparation protocol A from diphenylacetyl chloride and 3-(3-methoxy-phenyl)-piperidine-3-ol. Yields the product OC1(CN(CCC1)C(C(C1=CC=CC=C1)C1=CC=CC=C1)=O)C1=CC(=CC=C1)OC (1-[3-hydroxy-3-(3-methoxyphenyl)-piperidine-1-y]2,2-diphenyl-ethanone). Reactants: C1(=CC=CC=C1)C(C(=O)Cl)C1=CC=CC=C1 (diphenylacetyl chloride), COC=1C=C(C=CC1)C1(CNCCC1)O (3-(3-methoxy-phenyl)-piperidine-3-ol). Reaction SMILES: [C:1]1([CH:7]([C:11]2[CH:16]=[CH:15][CH:14]=[CH:13][CH:12]=2)[C:8](Cl)=[O:9])[CH:6]=[CH:5][CH:4]=[CH:3][CH:2]=1.[CH3:17][O:18][C:19]1[CH:20]=[C:21]([C:25]2([OH:31])[CH2:30][CH2:29][CH2:28][NH:27][CH2:26]2)[CH:22]=[CH:23][CH:24]=1>>[OH:31][C:25]1([C:21]2[CH:22]=[CH:23][CH:24]=[C:19]([O:18][CH3:17])[CH:20]=2)[CH2:30][CH2:29][CH2:28][N:27]([C:8](=[O:9])[CH:7]([C:11]2[CH:16]=[CH:15][CH:14]=[CH:13][CH:12]=2)[C:1]2[CH:6]=[CH:5][CH:4]=[CH:3][CH:2]=2)[CH2:26]1. The reactants are [B-](F)(F)(F)F.CCOC(=O)C(=NOC(=[N+](C)C)N(C)C)C#N (TOTU), C(C)N(C(C)C)C(C)C (ethyldiisopropylamine), [C@H]1(CCCN2CCCC[C@H]12)COC1=CC=C(C=C1)N (4-[(1R,9aR)-1-(octahydroquinolizin-1-yl)methoxy]phenylamine), C(CCC)OC1=CC=C(C(=O)O)C=C1 (4-butoxybenzoic acid). Solvent: C([O-])(O)=O.[Na+] (sodium bicarbonate), C(C)(=O)OCC (ethyl acetate), CN(C)C=O (DMF). Yields the product C(CCC)OC1=CC=C(C(=O)NC2=CC=C(C=C2)OC[C@@H]2CCCN3CCCC[C@H]23)C=C1 (4-Butoxy-N-{4-[(1R,9aR)-1-(octahydroquinolizin-1-yl)methoxy]phenyl}-benzamide). Reaction SMILES: [B-](F)(F)(F)F.CCOC(C(C#N)=NOC(N(C)C)=[N+](C)C)=O.C(N(C(C)C)C(C)C)C.[C@H:32]1([CH2:42][O:43][C:44]2[CH:49]=[CH:48][C:47]([NH2:50])=[CH:46][CH:45]=2)[C@@H:41]2[N:36]([CH2:37][CH2:38][CH2:39][CH2:40]2)[CH2:35][CH2:34][CH2:33]1.[CH2:51]([O:55][C:56]1[CH:64]=[CH:63][C:59]([C:60](O)=[O:61])=[CH:58][CH:57]=1)[CH2:52][CH2:53][CH3:54]>CN(C=O)C.C(=O)(O)[O-].[Na+].C(OCC)(=O)C>[CH2:51]([O:55][C:56]1[CH:57]=[CH:58][C:59]([C:60]([NH:50][C:47]2[CH:48]=[CH:49][C:44]([O:43][CH2:42][C@H:32]3[C@@H:41]4[N:36]([CH2:37][CH2:38][CH2:39][CH2:40]4)[CH2:35][CH2:34][CH2:33]3)=[CH:45][CH:46]=2)=[O:61])=[CH:63][CH:64]=1)[CH2:52][CH2:53][CH3:54] |f:0.1,6.7|. Procedure: TOTU (78 mg) and ethyldiisopropylamine (31 mg), followed by 4-[(1R,9aR)-1-(octahydroquinolizin-1-yl)methoxy]phenylamine (62 mg), were added to a solution of 4-butoxybenzoic acid (46.4 mg) in DMF (2 ml) at 0° C. After a reaction time of three hours at room temperature, the mixture was diluted with sodium bicarbonate solution and ethyl acetate. After separation of the phases, the aqueous phase was extracted with ethyl acetate, and the combined organic phases were dried over magnesium sulfate and c... Starting materials: CC1=NNC(=C1)C(=O)OCC (ethyl 3-methyl-1H-pyrazole-5-carboxylate), CS(=O)(=O)OCC1CC1 (cyclopropylmethyl methanesulfonate), C(CCC)N(CCCC)CCCC (tri-n-butylamine). Solvent: C(C)OCC (diethyl ether). The product is C1(CC1)CN1N=C(C=C1C(=O)OCC)C (ethyl 1-cyclopropylmethyl-3-methyl-1H-pyrazole-5-carboxylate). The yield is 47.7%. As a reaction SMILES: [CH3:1][C:2]1[CH:6]=[C:5]([C:7]([O:9][CH2:10][CH3:11])=[O:8])[NH:4][N:3]=1.CS(O[CH2:17][CH:18]1[CH2:20][CH2:19]1)(=O)=O.C(N(CCCC)CCCC)CCC>C(OCC)C>[CH:18]1([CH2:17][N:4]2[C:5]([C:7]([O:9][CH2:10][CH3:11])=[O:8])=[CH:6][C:2]([CH3:1])=[N:3]2)[CH2:20][CH2:19]1. Reported procedure: A mixture comprising 3.8 g of ethyl 3-methyl-1H-pyrazole-5-carboxylate, 3.8 g of cyclopropylmethyl methanesulfonate and 4.6 g of tri-n-butylamine was allowed to react at 110 ° C. for three hours without using any solvent. Then the reaction mixture was allowed to cool and diethyl ether was added thereto. The obtained mixture was successively washed with 1 N hydrochloric acid, an aqueous solution of sodium hydrogencarbonate and a saturated aqueous solution of common salt and then dried over anhydr... Reactants: COC1=NS(N=C1OC)(=O)=O (3,4-dimethoxy-1,2,5-thiadiazole 1,1-dioxide), CN(C)CC1=CC=C(S1)CSCCN (2-[(5-dimethylaminomethyl-2-thienyl)methylthio]ethylamine), COC=1C=NS(N1)(=O)=O (4-methoxy-1,2,5-thiadiazole 1,1-dioxide), CC=1C(=NON1)CSCCN (2-[(4-methyl-1,2,5-oxadiazol-3-yl)methylthio]ethylamine). Product: CN(C)CC1=CC=C(S1)CSCCNC1=NS(N=C1NCCSCC1=NON=C1C)(=O)=O (3-{2-[(5-Dimethylaminomethyl-2-thienyl)methylthio]ethylamino}-4-{2-[(4-methyl-1,2,5-oxadiazol-3-yl)methylthio]ethylamino}-1,2,5-thiadiazole 1,1-dioxide). As a reaction SMILES: CO[C:3]1[C:7](OC)=[N:6][S:5](=[O:11])(=[O:10])[N:4]=1.[CH3:12][N:13]([CH2:15][C:16]1[S:20][C:19]([CH2:21][S:22][CH2:23][CH2:24][NH2:25])=[CH:18][CH:17]=1)[CH3:14].COC1C=NS(=O)(=O)N=1.[CH3:35][C:36]1[C:37]([CH2:41][S:42][CH2:43][CH2:44][NH2:45])=[N:38][O:39][N:40]=1>>[CH3:14][N:13]([CH2:15][C:16]1[S:20][C:19]([CH2:21][S:22][CH2:23][CH2:24][NH:25][C:3]2[C:7]([NH:45][CH2:44][CH2:43][S:42][CH2:41][C:37]3[C:36]([CH3:35])=[N:40][O:39][N:38]=3)=[N:6][S:5](=[O:11])(=[O:10])[N:4]=2)=[CH:18][CH:17]=1)[CH3:12]. Reported procedure: When a suspension of 3,4-dimethoxy-1,2,5-thiadiazole 1,1-dioxide is reacted with an equimolar amount of 2-[(5-dimethylaminomethyl-2-thienyl)methylthio]ethylamine and the resultant 3-55 2-[(5-dimethylaminomethyl-2-thienyl)methylthio]ethylamino}-4-methoxy-1,2,5-thiadiazole 1,1-dioxide is treated with 2-[(4-methyl-1,2,5-oxadiazol-3-yl)methylthio]ethylamine [prepared in Example 58, Step B], the title compound is thereby produced. The yield is 66.0%. Product: BrC1=CN=C(C(=N1)N)Cl (6-Bromo-3-chloropyrazin-2-amine). Conditions: temperature 100 celsius, time 8 hour. Reactants: BrC=1C(=NC=C(N1)Br)Cl (3,5-Dibromo-2-chloropyrazine), [NH4+].[OH-] (NH4OH). Procedure details: Into a 250 mL sealed tube was placed compound 90d (50.0 g, 184 mmol) and NH4OH (150 mL). The resulting mixture was stirred overnight at 100° C. Upon cooling, a solid was collected by filtration and dried in an oven under reduced pressure to obtain the compound 90e as a grey solid (28.0 g, 66% yield), which was used in next step without further purification. Reaction SMILES: Br[C:2]1[C:3]([Cl:9])=[N:4][CH:5]=[C:6]([Br:8])[N:7]=1.[NH4+:10].[OH-]>>[Br:8][C:6]1[N:7]=[C:2]([NH2:10])[C:3]([Cl:9])=[N:4][CH:5]=1 |f:1.2|.